Dataset: the Open Reaction Database (ORD), a public repository of structured organic reaction records. Task: describe an organic reaction: reactants, conditions, products, and yield Run in C(C)O (ethanol). The yield is 81.0%. Procedure: Upon heating a solution of 5.3 g of benzaldehyde, 6.5 g of acetoacetic acid ethyl ester and 7.8 g of 2-carbethoxymethylideneimidazolidine in 50 ml of ethanol for 6 hours, 5-methyl-7- phenyl-1,2,3,7-tetrahydroimidazolo [1,2-a ]pyridine-6,8-dicarboxylic acid diethyl ester of melting point 165° (alcohol) is obtained. As a reaction SMILES: [CH:1](=O)[C:2]1[CH:7]=[CH:6][CH:5]=[CH:4][CH:3]=1.[CH2:9]([O:11][C:12](=[O:17])[CH2:13][C:14]([CH3:16])=O)[CH3:10].[C:18]([CH:23]=[C:24]1[NH:28][CH2:27][CH2:26][NH:25]1)([O:20][CH2:21][CH3:22])=[O:19]>C(O)C>[CH2:9]([O:11][C:12]([C:13]1[CH:1]([C:2]2[CH:7]=[CH:6][CH:5]=[CH:4][CH:3]=2)[C:23]([C:18]([O:20][CH2:21][CH3:22])=[O:19])=[C:24]2[NH:25][CH2:26][CH2:27][N:28]2[C:14]=1[CH3:16])=[O:17])[CH3:10]. Product: C(C)OC(=O)C=1C(C(=C2N(C1C)CCN2)C(=O)OCC)C2=CC=CC=C2 (5-methyl-7- phenyl-1,2,3,7-tetrahydroimidazolo [1,2-a ]pyridine-6,8-dicarboxylic acid diethyl ester), alcohol. The reactants are C(C1=CC=CC=C1)=O (benzaldehyde), C(C)OC(CC(=O)C)=O (acetoacetic acid ethyl ester), C(=O)(OCC)C=C1NCCN1 (2-carbethoxymethylideneimidazolidine). Reactants: [Al+3], CO, N#Cc1cccc(Cn2nc(NS(=O)(=O)c3ccc(Cl)s3)c3c(F)cccc32)c1, [H-], [H-], [H-], [H-], [Li+], C1CCOC1. The product is NCc1cccc(Cn2nc(NS(=O)(=O)c3ccc(Cl)s3)c3c(F)cccc32)c1. As a reaction SMILES: [Al+3:31].[CH3:36][OH:37].[Cl:1][c:2]1[cH:3][cH:4][c:5]([S:7](=[O:8])(=[O:9])[NH:10][c:11]2[n:12][n:13]([CH2:21][c:22]3[cH:23][c:24]([C:28]#[N:29])[cH:25][cH:26][cH:27]3)[c:14]3[cH:15][cH:16][cH:17][c:18]([F:20])[c:19]23)[s:6]1.[H-:30].[H-:33].[H-:34].[H-:35].[Li+:32].[O:38]1[CH2:39][CH2:40][CH2:41][CH2:42]1>>[Cl:1][c:2]1[cH:3][cH:4][c:5]([S:7](=[O:8])(=[O:9])[NH:10][c:11]2[n:12][n:13]([CH2:21][c:22]3[cH:23][c:24]([CH2:28][NH2:29])[cH:25][cH:26][cH:27]3)[c:14]3[cH:15][cH:16][cH:17][c:18]([F:20])[c:19]23)[s:6]1. The reactants are C(C)#N (acetonitrile), CC1=C(C=C(C=C1)O)SCC(F)(F)F (4-methyl-3-(2,2,2-trifluoroethylthio)phenol), BrCCCCCCl (1-bromo-5-chloropentane), C([O-])([O-])=O.[K+].[K+] (potassium carbonate). The reagents and catalysts are [Br-].C(CCC)[N+](CCCC)(CCCC)CCCC (tetra-n-butylammonium bromide). Solvent: C(C)(=O)OCC (ethyl acetate), CCCCCC (n-hexane). Product: ClCCCCCOC1=CC(=C(C=C1)C)SCC(F)(F)F (5-chloropentyl-[4-methyl-3-(2,2,2-trifluoroethylthio)phenyl]ether). The yield is 80.7%. Reaction SMILES: C(#N)C.[CH3:4][C:5]1[CH:10]=[CH:9][C:8]([OH:11])=[CH:7][C:6]=1[S:12][CH2:13][C:14]([F:17])([F:16])[F:15].Br[CH2:19][CH2:20][CH2:21][CH2:22][CH2:23][Cl:24].C(=O)([O-])[O-].[K+].[K+]>[Br-].C([N+](CCCC)(CCCC)CCCC)CCC.C(OCC)(=O)C.CCCCCC>[Cl:24][CH2:23][CH2:22][CH2:21][CH2:20][CH2:19][O:11][C:8]1[CH:9]=[CH:10][C:5]([CH3:4])=[C:6]([S:12][CH2:13][C:14]([F:15])([F:17])[F:16])[CH:7]=1 |f:3.4.5,6.7|. Procedure: To 100 ml of acetonitrile were added 2.5 g (11 mmol) of 4-methyl-3-(2,2,2-trifluoroethylthio)phenol, 2.5 g (13 mmol) of 1-bromo-5-chloropentane, 1.9 g (14 mmol) of potassium carbonate and 0.35 g (1.1 mmol) of tetra-n-butylammonium bromide. The mixture was refluxed for 5 hours under heating and then allowed to cool to room temperature. The solvent was distilled off under reduced pressure. The residue was purified by silica gel column chromatography (developing solvent: a mixed solvent of n-hexane... Starting materials: CCOC(=O)CC1SC(c2ccccc2)N(CCC(C)C)C1=O, C1CCOC1, C[Si](C)(C)[N-][Si](C)(C)C, Cl, [Li+]. Product: CCOC(=O)C(C)C1SC(c2ccccc2)N(CCC(C)C)C1=O. RXN SMILES: [CH2:1]([CH2:2][CH:3]([CH3:4])[CH3:5])[N:6]1[CH:7]([c:18]2[cH:19][cH:20][cH:21][cH:22][cH:23]2)[S:8][CH:9]([CH2:12][C:13](=[O:14])[O:15][CH2:16][CH3:17])[C:10]1=[O:11].[CH2:35]1[O:36][CH2:37][CH2:38][CH2:39]1.[CH3:25][Si:26]([N-:27][Si:28]([CH3:29])([CH3:30])[CH3:31])([CH3:32])[CH3:33].[ClH:34].[Li+:24]>>[CH2:1]([CH2:2][CH:3]([CH3:4])[CH3:5])[N:6]1[CH:7]([c:18]2[cH:19][cH:20][cH:21][cH:22][cH:23]2)[S:8][CH:9]([CH:12]([C:13](=[O:14])[O:15][CH2:16][CH3:17])[CH3:25])[C:10]1=[O:11]. The reactants are ClC(=O)OCC1=CC=CC=C1 (Benzyl chloroformate), C(C)OC(C1=CC(=NN1C)C1=CC=C(N)C=C1)OCC (4-[5-(Diethoxymethyl)-1-methyl-1H-pyrazol-3-yl]aniline), C(C)OC(C1=CC(=NN1C)C1=CC=C(N)C=C1)OCC (4-[5-(Diethoxymethyl)-1-methyl-1H-pyrazol-3-yl]aniline), N1=CC=CC=C1 (pyridine). Solvent: ClCCl (dichloromethane), ClCCl (dichloromethane). Run at temperature 0 celsius, time 30 minute. The product is C(C)OC(C1=CC(=NN1C)C1=CC=C(C=C1)NC(OCC1=CC=CC=C1)=O)OCC (Benzyl 4-[5-(diethoxymethyl)-1-methyl-1H-pyrazol-3-yl]phenylcarbamate). Isolated yield 109.0%. RXN SMILES: [CH2:1]([O:3][CH:4]([O:18][CH2:19][CH3:20])[C:5]1[N:9]([CH3:10])[N:8]=[C:7]([C:11]2[CH:17]=[CH:16][C:14]([NH2:15])=[CH:13][CH:12]=2)[CH:6]=1)[CH3:2].N1C=CC=CC=1.Cl[C:28]([O:30][CH2:31][C:32]1[CH:37]=[CH:36][CH:35]=[CH:34][CH:33]=1)=[O:29]>ClCCl>[CH2:19]([O:18][CH:4]([O:3][CH2:1][CH3:2])[C:5]1[N:9]([CH3:10])[N:8]=[C:7]([C:11]2[CH:12]=[CH:13][C:14]([NH:15][C:28](=[O:29])[O:30][CH2:31][C:32]3[CH:37]=[CH:36][CH:35]=[CH:34][CH:33]=3)=[CH:16][CH:17]=2)[CH:6]=1)[CH3:20]. Procedure: 4-[5-(Diethoxymethyl)-1-methyl-1H-pyrazol-3-yl]aniline (Intermediate 10, 5.9 g, 21.5 mmol), and pyridine (4 ml, 50 mmol) were dissolved in dichloromethane (25 ml) at 0° C. Benzyl chloroformate (3.8 ml, 26.7 mmol) was added slowly over 5 minutes and the resulting mixture was stirred at 0° C. for 30 min. The mixture was diluted with dichloromethane and washed with 1M HCl, saturated NaCl, then dried over sodium sulfate and evaporated give the title compound as a thick light orange oil (9.6 g). Reaction conditions: temperature 100 celsius. The reactants are BrC1=CC=C(C=C1)CC[C@@H](CCC=1C=NC=CC1)O ((3S)-1-(4-bromophenyl)-5-(3-pyridyl)-3-pentanol), C(C(=O)O)(=O)O (oxalic acid), oxalate salt, C([O-])([O-])=O.[Na+].[Na+] (sodium carbonate), ClC=1C=C(C=CC1)B(O)O (3-chlorobenzeneboronic acid). The reagents and catalysts are C=1C=CC(=CC1)[P](C=2C=CC=CC2)(C=3C=CC=CC3)[Pd]([P](C=4C=CC=CC4)(C=5C=CC=CC5)C=6C=CC=CC6)([P](C=7C=CC=CC7)(C=8C=CC=CC8)C=9C=CC=CC9)[P](C=1C=CC=CC1)(C=1C=CC=CC1)C=1C=CC=CC1 (tetrakis(triphenylphosphine)palladium(0)). Run in C1(=CC=CC=C1)C (toluene), C(C)O (ethanol), O (water), CCOCC (ether). Yields the product C(C(=O)O)(=O)O.ClC=1C=C(C=CC1)C1=CC=C(C=C1)CC[C@@H](CCC=1C=NC=CC1)O ((3S)-1-(3'-Chlorobiphenyl-4-yl)-5-(3-pyridyl)-3-pentanol oxalic acid salt). Procedure details: Prepared according to the method described in Example 33a) from toluene (5 ml), water (1 ml), (3S)-1-(4-bromophenyl)-5-(3-pyridyl)-3-pentanol (0.09 g), sodium carbonate (0.172 g), 3-chlorobenzeneboronic acid (0.05 g), ethanol (1 ml) and tetrakis(triphenylphosphine)palladium(0) (9 mg) with heating at 100° C. for 45 minutes. After work up the residue was purified by column chromatography over silica eluting with ethyl acetate to give an oil which was converted to the oxalate salt upon treatment wi... Reaction SMILES: Br[C:2]1[CH:7]=[CH:6][C:5]([CH2:8][CH2:9][C@H:10]([OH:19])[CH2:11][CH2:12][C:13]2[CH:14]=[N:15][CH:16]=[CH:17][CH:18]=2)=[CH:4][CH:3]=1.C(=O)([O-])[O-].[Na+].[Na+].[Cl:26][C:27]1[CH:28]=[C:29](B(O)O)[CH:30]=[CH:31][CH:32]=1.[C:36]([OH:41])(=[O:40])[C:37]([OH:39])=[O:38]>CCOCC.C1C=CC([P]([Pd]([P](C2C=CC=CC=2)(C2C=CC=CC=2)C2C=CC=CC=2)([P](C2C=CC=CC=2)(C2C=CC=CC=2)C2C=CC=CC=2)[P](C2C=CC=CC=2)(C2C=CC=CC=2)C2C=CC=CC=2)(C2C=CC=CC=2)C2C=CC=CC=2)=CC=1.C(O)C.O.C1(C)C=CC=CC=1>[C:36]([OH:41])(=[O:40])[C:37]([OH:39])=[O:38].[Cl:26][C:27]1[CH:32]=[C:31]([C:2]2[CH:7]=[CH:6][C:5]([CH2:8][CH2:9][C@H:10]([OH:19])[CH2:11][CH2:12][C:13]3[CH:14]=[N:15][CH:16]=[CH:17][CH:18]=3)=[CH:4][CH:3]=2)[CH:30]=[CH:29][CH:28]=1 |f:1.2.3,11.12,^1:50,52,71,90|. The reactants are C1(=CC=CC=C1)P(C1=CC=CC=C1)C1=CC=CC=C1 (triphenylphosphine), N(=NC(=O)OCC)C(=O)OCC (diethyl azodicarboxylate), OC1=C(C=C(C=C1)C(F)(F)F)NC(C1=CC=NC=C1)=O (N-(2-hydroxy-5-trifluoromethylphenyl)isonicotinamide), O1CCCC1 (tetrahydrofuran), C1(=CC=CC=C1)P(C1=CC=CC=C1)C1=CC=CC=C1 (triphenylphosphine), N(=NC(=O)OCC)C(=O)OCC (diethyl azodicarboxylate). Run in C1(=CC=CC=C1)C (toluene), C1(=CC=CC=C1)C (toluene), O (Water). Run at time 1.3 hour. The product is N1=CC=C(C=C1)C=1OC2=C(N1)C=C(C=C2)C(F)(F)F (2-(pyridin-4-yl)-5-(trifluoromethyl)benzoxazole). Yield: 27.8%. As a reaction SMILES: O[C:2]1[CH:7]=[CH:6][C:5]([C:8]([F:11])([F:10])[F:9])=[CH:4][C:3]=1[NH:12][C:13](=[O:20])[C:14]1[CH:19]=[CH:18][N:17]=[CH:16][CH:15]=1.O1CCCC1.C1(P(C2C=CC=CC=2)C2C=CC=CC=2)C=CC=CC=1.N(C(OCC)=O)=NC(OCC)=O>O.C1(C)C=CC=CC=1>[N:17]1[CH:16]=[CH:15][C:14]([C:13]2[O:20][C:2]3[CH:7]=[CH:6][C:5]([C:8]([F:9])([F:10])[F:11])=[CH:4][C:3]=3[N:12]=2)=[CH:19][CH:18]=1. Procedure details: To a mixture of 1.69 g of N-(2-hydroxy-5-trifluoromethylphenyl)isonicotinamide, 25 ml of tetrahydrofuran and 2.36 g of triphenylphosphine, 3.91g of 40% toluene solution of diethyl azodicarboxylate was added dropwise at room temperature. After 1.3 hours, 0.6 g of triphenylphosphine and 1.0 g of 40% toluene solution of diethyl azodicarboxylate were added and stirred for further 40 minutes. Water was poured into the mixture, followed by extraction with ethyl acetate twice. The combined organic laye...